Dataset: the Open Reaction Database (ORD), a public repository of structured organic reaction records. Task: describe an organic reaction: reactants, conditions, products, and yield Procedure: To a solution of 2-(4-(8-bromo-2-oxo-2,3-dihydro-1H-imidazo[4,5-c]quinolin-1-yl)phenyl)-2-methylpropanenitrile (Intermediate 1, 100 mg, 0.25 mmol) in dry DMF (5 mL), sodium hydride (12 mg, 0.27 mmol) was added at 0° C. under nitrogen atmosphere. After 15 minutes morpholine-4-carbonyl chloride (56.1 mg, 0.37 mmol) was added, and the reaction mixture was heated at 60° C. for 48 hours. The reaction mixture was concentrated in vacuum. The crude product was purified by column chromatography (silica g... Solvent: CN(C)C=O (DMF). The product is BrC1=CC=2C3=C(C=NC2C=C1)N(C(N3C3=CC=C(C=C3)C(C#N)(C)C)=O)C(=O)N3CCOCC3 (2-(4-(8-Bromo-3-(morpholine-4-carbonyl)-2-oxo-2,3-dihydro-1H-imidazo[4,5-c]quinolin-1-yl)phenyl)-2-methylpropanenitrile). Starting materials: N1(CCOCC1)C(=O)Cl (morpholine-4-carbonyl chloride), BrC1=CC=2C3=C(C=NC2C=C1)NC(N3C3=CC=C(C=C3)C(C#N)(C)C)=O (2-(4-(8-bromo-2-oxo-2,3-dihydro-1H-imidazo[4,5-c]quinolin-1-yl)phenyl)-2-methylpropanenitrile), BrC1=CC=2C3=C(C=NC2C=C1)NC(N3C3=CC=C(C=C3)C(C#N)(C)C)=O (2-(4-(8-bromo-2-oxo-2,3-dihydro-1H-imidazo[4,5-c]quinolin-1-yl)phenyl)-2-methylpropanenitrile), [H-].[Na+] (sodium hydride). RXN SMILES: [Br:1][C:2]1[CH:11]=[CH:10][C:9]2[N:8]=[CH:7][C:6]3[NH:12][C:13](=[O:26])[N:14]([C:15]4[CH:20]=[CH:19][C:18]([C:21]([CH3:25])([CH3:24])[C:22]#[N:23])=[CH:17][CH:16]=4)[C:5]=3[C:4]=2[CH:3]=1.[H-].[Na+].[N:29]1([C:35](Cl)=[O:36])[CH2:34][CH2:33][O:32][CH2:31][CH2:30]1>CN(C=O)C>[Br:1][C:2]1[CH:11]=[CH:10][C:9]2[N:8]=[CH:7][C:6]3[N:12]([C:35]([N:29]4[CH2:34][CH2:33][O:32][CH2:31][CH2:30]4)=[O:36])[C:13](=[O:26])[N:14]([C:15]4[CH:20]=[CH:19][C:18]([C:21]([CH3:24])([CH3:25])[C:22]#[N:23])=[CH:17][CH:16]=4)[C:5]=3[C:4]=2[CH:3]=1 |f:1.2|. Run at temperature 60 celsius. Starting materials: COS(=O)(=O)OC, CC#N, CSC, CC(C)(Oc1ccc(Cl)cc1)C(=O)c1ccc(Cl)cc1. Yields the product CC(C)(Oc1ccc(Cl)cc1)C1(c2ccc(Cl)cc2)CO1. RXN SMILES: [CH3:1][O:2][S:3]([O:4][CH3:5])(=[O:6])=[O:7].[CH3:31][C:32]#[N:33].[CH3:8][S:9][CH3:10].[Cl:11][c:12]1[cH:13][cH:14][c:15]([O:16][C:17]([CH3:18])([CH3:19])[C:20](=[O:21])[c:22]2[cH:23][cH:24][c:25]([Cl:28])[cH:26][cH:27]2)[cH:29][cH:30]1>>[CH2:1]1[C:20]([C:17]([O:16][c:15]2[cH:14][cH:13][c:12]([Cl:11])[cH:30][cH:29]2)([CH3:18])[CH3:19])([c:22]2[cH:23][cH:24][c:25]([Cl:28])[cH:26][cH:27]2)[O:21]1. Reactants: COC(=O)C(O)CNC(=O)c1ccc(CN(C(=O)Nc2ccc(C#N)c(C(F)(F)F)c2)c2ccc(C3CCCCC3)cc2)cc1, CCO, [Na+], [OH-]. Yields the product N#Cc1ccc(NC(=O)N(Cc2ccc(C(=O)NCC(O)C(=O)O)cc2)c2ccc(C3CCCCC3)cc2)cc1C(F)(F)F. Reaction SMILES: [CH3:1][O:2][C:3]([CH:4]([CH2:5][NH:6][C:7]([c:8]1[cH:9][cH:10][c:11]([CH2:14][N:15]([C:16](=[O:17])[NH:18][c:19]2[cH:20][c:21]([C:27]([F:28])([F:29])[F:30])[c:22]([C:25]#[N:26])[cH:23][cH:24]2)[c:31]2[cH:32][cH:33][c:34]([CH:37]3[CH2:38][CH2:39][CH2:40][CH2:41][CH2:42]3)[cH:35][cH:36]2)[cH:12][cH:13]1)=[O:43])[OH:44])=[O:45].[CH3:48][CH2:49][OH:50].[Na+:47].[OH-:46]>>[O:2]=[C:3]([CH:4]([CH2:5][NH:6][C:7]([c:8]1[cH:9][cH:10][c:11]([CH2:14][N:15]([C:16](=[O:17])[NH:18][c:19]2[cH:20][c:21]([C:27]([F:28])([F:29])[F:30])[c:22]([C:25]#[N:26])[cH:23][cH:24]2)[c:31]2[cH:32][cH:33][c:34]([CH:37]3[CH2:38][CH2:39][CH2:40][CH2:41][CH2:42]3)[cH:35][cH:36]2)[cH:12][cH:13]1)=[O:43])[OH:44])[OH:45].